Dataset: the Open Reaction Database (ORD), a public repository of structured organic reaction records. Task: describe an organic reaction: reactants, conditions, products, and yield Starting materials: COc1cc(C(C)=O)ccc1OCCCCBr, Cl, [K+], [K+], c1ccc2c(C3CCNCC3)noc2c1, O=C([O-])[O-], O. Product: COc1cc(C(C)=O)ccc1OCCCCN1CCC(c2noc3ccccc23)CC1. RXN SMILES: [Br:23][CH2:24][CH2:25][CH2:26][CH2:27][O:28][c:29]1[c:30]([O:38][CH3:39])[cH:31][c:32]([C:35]([CH3:36])=[O:37])[cH:33][cH:34]1.[ClH:1].[K+:17].[K+:18].[NH:2]1[CH2:3][CH2:4][CH:5]([c:8]2[n:9][o:10][c:11]3[c:12]2[cH:13][cH:14][cH:15][cH:16]3)[CH2:6][CH2:7]1.[O-:19][C:20]([O-:21])=[O:22].[OH2:40]>>[N:2]1([CH2:24][CH2:25][CH2:26][CH2:27][O:28][c:29]2[c:30]([O:38][CH3:39])[cH:31][c:32]([C:35]([CH3:36])=[O:37])[cH:33][cH:34]2)[CH2:3][CH2:4][CH:5]([c:8]2[n:9][o:10][c:11]3[c:12]2[cH:13][cH:14][cH:15][cH:16]3)[CH2:6][CH2:7]1. Reactants: COC([C@@H](NC([C@@H](NC(=O)OCC1=CC=CC=C1)CO)=O)CC1=CC=C(C=C1)O)=O (Nα -benzyloxycarbonyl-L-seryl-L-tyrosine methyl ester), CO (methanol), Cl (hydrogen chloride), O (water). Reagents/catalysts: [Pd] (palladium on carbon). Solvent: O1CCCC1 (tetrahydrofuran). Yields the product Cl.COC([C@@H](NC([C@@H](N)CO)=O)CC1=CC=C(C=C1)O)=O (L-seryl-L-tyrosine methyl ester hydrochloride). RXN SMILES: [CH3:1][O:2][C:3](=[O:30])[C@H:4]([CH2:22][C:23]1[CH:28]=[CH:27][C:26]([OH:29])=[CH:25][CH:24]=1)[NH:5][C:6](=[O:21])[C@H:7]([CH2:19][OH:20])[NH:8]C(OCC1C=CC=CC=1)=O.CO.[ClH:33].O>[Pd].O1CCCC1>[ClH:33].[CH3:1][O:2][C:3](=[O:30])[C@H:4]([CH2:22][C:23]1[CH:28]=[CH:27][C:26]([OH:29])=[CH:25][CH:24]=1)[NH:5][C:6](=[O:21])[C@H:7]([CH2:19][OH:20])[NH2:8] |f:6.7|. Procedure details: To a mixture of 8.328 g. of Nα -benzyloxycarbonyl-L-seryl-L-tyrosine methyl ester [cf. Fischer and Whetstone, J. Am. Chem. Soc., 76, 5076 (1954)] and 500 mg. of 20% palladium on carbon is added 70 ml. of methanol containing 6.67 ml. of 3N hydrogen chloride in tetrahydrofuran and the mixture stirred under hydrogen at one inch water pressure for three hours. The mixture is filtered to remove the catalyst and the filtrate is evaporated to dryness under reduced pressure to give a residue of L-seryl-...